Dataset: the Open Reaction Database (ORD), a public repository of structured organic reaction records. Task: describe an organic reaction: reactants, conditions, products, and yield Starting materials: OC(C)(C)C=1N=C(NC1C(=O)OC)COC (methyl 4-(1-hydroxy-1-methylethyl)-2-methoxymethylimidazole-5-carboxylate), CC(C)([O-])C.[K+] (potassium t-butoxide), C(C)(C)(C)OC(=O)C1=C(C=CC=C1)C1=CC=C(CBr)C=C1 (4-[2-(t-butoxycarbonyl)phenyl]benzyl bromide). Yields the product C(C)(C)(C)OC(=O)C1=C(C=CC=C1)C1=CC=C(C=C1)CN1C(=NC(=C1C(=O)OC)C(C)(C)O)COC (Methyl 1-{4-[2-(t-butoxycarbonyl)phenyl]phenyl}methyl-4-(1-hydroxy-1-methylethyl)-2-methoxymethylimidazole-5-carboxylate). Yield: 93.9%. Reaction SMILES: [OH:1][C:2]([C:5]1[N:6]=[C:7]([CH2:14][O:15][CH3:16])[NH:8][C:9]=1[C:10]([O:12][CH3:13])=[O:11])([CH3:4])[CH3:3].CC(C)([O-])C.[K+].[C:23]([O:27][C:28]([C:30]1[CH:35]=[CH:34][CH:33]=[CH:32][C:31]=1[C:36]1[CH:43]=[CH:42][C:39]([CH2:40]Br)=[CH:38][CH:37]=1)=[O:29])([CH3:26])([CH3:25])[CH3:24]>>[C:23]([O:27][C:28]([C:30]1[CH:35]=[CH:34][CH:33]=[CH:32][C:31]=1[C:36]1[CH:43]=[CH:42][C:39]([CH2:40][N:8]2[C:9]([C:10]([O:12][CH3:13])=[O:11])=[C:5]([C:2]([OH:1])([CH3:3])[CH3:4])[N:6]=[C:7]2[CH2:14][O:15][CH3:16])=[CH:38][CH:37]=1)=[O:29])([CH3:26])([CH3:25])[CH3:24] |f:1.2|. Reported procedure: Following a procedure similar to that described in Example 82(a), but using 230 mg of methyl 4-(1-hydroxy-1-methylethyl)-2-methoxymethylimidazole-5-carboxylate [prepared as described in Preparation 42(v)], 119 mg of potassium t-butoxide and 420 mg of 4-[2-(t-butoxycarbonyl)phenyl]benzyl bromide and then purifying the product by column chromatography through silica gel using a 1:2 by volume mixture of hexane and ethyl acetate as the eluent, 468 mg of the title compound were obtained as a syrup. The reactants are C([O-])([O-])=O.[Cs+].[Cs+] (Cesium carbonate), BrC=1C=C(C=NC1)C1=NN2C(C=CC(=C2)C)=N1 (2-(5-bromopyridin-3-yl)-6-methyl-[1,2,4]triazolo[1,5-a]pyridine), C1(CC1)B(O)O (cyclopropylboronic acid), C(Cl)Cl (DCM). The solvent is O1CCOCC1 (1,4-dioxan), O (water). Run at temperature 100 celsius, time 18 hour. The product is C1(CC1)C=1C=C(C=NC1)C1=NN2C(C=CC(=C2)C)=N1 (2-(5-cyclopropylpyridin-3-yl)-6-methyl-[1,2,4]triazolo[1,5-a]pyridine). As a reaction SMILES: C(=O)([O-])[O-].[Cs+].[Cs+].Br[C:8]1[CH:9]=[C:10]([C:14]2[N:23]=[C:17]3[CH:18]=[CH:19][C:20]([CH3:22])=[CH:21][N:16]3[N:15]=2)[CH:11]=[N:12][CH:13]=1.[CH:24]1(B(O)O)[CH2:26][CH2:25]1.C(Cl)Cl>O1CCOCC1.O>[CH:24]1([C:8]2[CH:9]=[C:10]([C:14]3[N:23]=[C:17]4[CH:18]=[CH:19][C:20]([CH3:22])=[CH:21][N:16]4[N:15]=3)[CH:11]=[N:12][CH:13]=2)[CH2:26][CH2:25]1 |f:0.1.2|. Procedure: Cesium carbonate (0.45 g, 0.0013 mol) was added to a stirred solution of 2-(5-bromopyridin-3-yl)-6-methyl-[1,2,4]triazolo[1,5-a]pyridine (44-2; 0.2 g, 0.00069 mol) and cyclopropylboronic acid (0.119 g, 0.00138 mol) in a mixture of 1,4-dioxan (9 mL) and water (3 mL). The reaction mixture was purged with argon for 20 min. Pd(dppf)2Cl2.DCM (0.028 g, 0.000034 mol) was added and the reaction flask was again purged with argon for 10 min. The reaction mixture was then stirred at 100° C. for 18 h. The r... Conditions: time 5 minute. Starting materials: [N+](=O)([O-])C1=C(C=CC=C1)SCl (o-nitrobenzenesulfenyl chloride), [OH-].[NH4+] (ammonium hydroxide). Reported procedure: 50 grams of o-nitrobenzenesulfenyl chloride was added to carbon tetrachloride with stirring, followed by 50 milliliters of ammonium hydroxide over a one-minute period. The stirring was continued over 5 minutes to obtain an o-nitrobenzenesulfenamide intermediate which precipitated in the reaction mixture. The o-nitrobenzenesulfenamide intermediate was recovered by filtration and dried. Product: [N+](=O)([O-])C1=C(C=CC=C1)SN (o-nitrobenzenesulfenamide). The solvent is C(Cl)(Cl)(Cl)Cl (carbon tetrachloride). As a reaction SMILES: [N+:1]([C:4]1[CH:9]=[CH:8][CH:7]=[CH:6][C:5]=1[S:10]Cl)([O-:3])=[O:2].[OH-].[NH4+:13]>C(Cl)(Cl)(Cl)Cl>[N+:1]([C:4]1[CH:9]=[CH:8][CH:7]=[CH:6][C:5]=1[S:10][NH2:13])([O-:3])=[O:2] |f:1.2|. Reactants: C(C)OC1=C(C(=C(C=C1)C1CCC(C(C1)O)CCCCC)F)F (5-(4-ethoxy-2,3-difluorophenyl)-2-pentyl-cyclohexanol), [Cr](=O)(=O)([O-])Cl.[NH+]1=CC=CC=C1 (pyridinium chlorochromate). The solvent is ClCCl (dichloromethane). The product is C(C)OC1=C(C(=C(C=C1)C1CCC(C(C1)=O)CCCCC)F)F (5-(4-ethoxy-2,3-difluorophenyl)-2-pentyl-cyclohexanone). As a reaction SMILES: [CH2:1]([O:3][C:4]1[CH:9]=[CH:8][C:7]([CH:10]2[CH2:15][CH:14]([OH:16])[CH:13]([CH2:17][CH2:18][CH2:19][CH2:20][CH3:21])[CH2:12][CH2:11]2)=[C:6]([F:22])[C:5]=1[F:23])[CH3:2].[Cr](Cl)([O-])(=O)=O.[NH+]1C=CC=CC=1>ClCCl>[CH2:1]([O:3][C:4]1[CH:9]=[CH:8][C:7]([CH:10]2[CH2:15][C:14](=[O:16])[CH:13]([CH2:17][CH2:18][CH2:19][CH2:20][CH3:21])[CH2:12][CH2:11]2)=[C:6]([F:22])[C:5]=1[F:23])[CH3:2] |f:1.2|. Reported procedure: 48.2 g of 5-(4-ethoxy-2,3-difluorophenyl)-2-pentyl-cyclohexanol were dissolved in 600 ml of dichloromethane, and 30 g of Celite were added. 35.6 g of pyridinium chlorochromate were added with stirring, and the mixture was stirred at RT overnight. Conventional work-up gave 5-(4-ethoxy-2,3-difluorophenyl)-2-pentyl-cyclohexanone. The reactants are ClC1=CC=C2CCNC2=C1 (6-chloroindoline), CN1N=CC(=C1)C1=CC=C(N=N1)N1CCC(CC1)=O (1-(6-(1-methyl-1H-pyrazol-4-yl)pyridazin-3-yl)piperidin-4-one). Yields the product ClC1=CC=C2CCN(C2=C1)C1CCN(CC1)C=1N=NC(=CC1)C=1C=NN(C1)C (6-chloro-1-(1-(6-(1-methyl-1H-pyrazol-4-yl)pyridazin-3-yl)piperidin-4-yl)indoline). RXN SMILES: [Cl:1][C:2]1[CH:10]=[C:9]2[C:5]([CH2:6][CH2:7][NH:8]2)=[CH:4][CH:3]=1.[CH3:11][N:12]1[CH:16]=[C:15]([C:17]2[N:22]=[N:21][C:20]([N:23]3[CH2:28][CH2:27][C:26](=O)[CH2:25][CH2:24]3)=[CH:19][CH:18]=2)[CH:14]=[N:13]1>>[Cl:1][C:2]1[CH:10]=[C:9]2[C:5]([CH2:6][CH2:7][N:8]2[CH:26]2[CH2:27][CH2:28][N:23]([C:20]3[N:21]=[N:22][C:17]([C:15]4[CH:14]=[N:13][N:12]([CH3:11])[CH:16]=4)=[CH:18][CH:19]=3)[CH2:24][CH2:25]2)=[CH:4][CH:3]=1. Procedure: The title compound was prepared following the procedure as described in Example 5, STEP 4, reacting 6-chloroindoline and 1-(6-(1-methyl-1H-pyrazol-4-yl)pyridazin-3-yl)piperidin-4-one.